From a dataset of the Open Reaction Database (ORD), a public repository of structured organic reaction records. describe an organic reaction: reactants, conditions, products, and yield The reactants are C(C)(C)(C)OC(NC1=C(C=C(C(=C1)OCC)C(F)(F)F)NC(CC(=O)C1=CC(=CC=C1)C1=CC(=NC=C1)CC(C)C)=O)=O ([2-{3-[3-(2-isobutyl-pyridin-4-yl)-phenyl]-3-oxo-propionylamino}-5-ethoxy-4-trifluoromethyl-phenyl]-carbamic acid tert-butyl ester), C(=O)(C(F)(F)F)O (TFA). Solvent: C(Cl)Cl (CH2Cl2). The product is C(C(C)C)C1=NC=CC(=C1)C=1C=C(C=CC1)C1=NC2=C(NC(C1)=O)C=C(C(=C2)OCC)C(F)(F)F (4-[3-(2-Isobutyl-pyridin-4-yl)-phenyl]-7-ethoxy-8-trifluoromethyl-1,3-dihydro-benzo[b][1,4]diazepin-2-one), solid. The yield is 87.0%. RXN SMILES: C(OC(=O)[NH:7][C:8]1[CH:13]=[C:12]([O:14][CH2:15][CH3:16])[C:11]([C:17]([F:20])([F:19])[F:18])=[CH:10][C:9]=1[NH:21][C:22](=[O:42])[CH2:23][C:24]([C:26]1[CH:31]=[CH:30][CH:29]=[C:28]([C:32]2[CH:37]=[CH:36][N:35]=[C:34]([CH2:38][CH:39]([CH3:41])[CH3:40])[CH:33]=2)[CH:27]=1)=O)(C)(C)C.C(O)(C(F)(F)F)=O>C(Cl)Cl>[CH2:38]([C:34]1[CH:33]=[C:32]([C:28]2[CH:27]=[C:26]([C:24]3[CH2:23][C:22](=[O:42])[NH:21][C:9]4[CH:10]=[C:11]([C:17]([F:18])([F:20])[F:19])[C:12]([O:14][CH2:15][CH3:16])=[CH:13][C:8]=4[N:7]=3)[CH:31]=[CH:30][CH:29]=2)[CH:37]=[CH:36][N:35]=1)[CH:39]([CH3:40])[CH3:41]. Procedure details: The title compound was prepared from [2-{3-[3-(2-isobutyl-pyridin-4-yl)-phenyl]-3-oxo-propionylamino}-5-ethoxy-4-trifluoromethyl-phenyl]-carbamic acid tert-butyl ester (Example M257) (0.30 g, 0.50 mmol) by treatment with TFA in CH2Cl2 according to the general procedure N. Obtained as an off-white solid (210 mg, 87%). Starting materials: O=C([O-])[O-], COc1ccc(CCl)cc1, CN(C)C=O, [Cs+], [Cs+], O=[N+]([O-])c1cccc(-c2n[nH]cc2I)c1, O. The product is COc1ccc(Cn2cc(I)c(-c3cccc([N+](=O)[O-])c3)n2)cc1. RXN SMILES: [C:16](=[O:17])([O-:18])[O-:19].[CH3:22][O:23][c:24]1[cH:25][cH:26][c:27]([CH2:28][Cl:29])[cH:30][cH:31]1.[CH3:33][N:34]([CH3:35])[CH:36]=[O:37].[Cs+:20].[Cs+:21].[I:1][c:2]1[c:3](-[c:7]2[cH:8][c:9]([N+:13](=[O:14])[O-:15])[cH:10][cH:11][cH:12]2)[n:4][nH:5][cH:6]1.[OH2:32]>>[I:1][c:2]1[c:3](-[c:7]2[cH:8][c:9]([N+:13](=[O:14])[O-:15])[cH:10][cH:11][cH:12]2)[n:4][n:5]([CH2:28][c:27]2[cH:26][cH:25][c:24]([O:23][CH3:22])[cH:31][cH:30]2)[cH:6]1. The reactants are [OH-].[Na+] (sodium hydroxide), C(C)OC(=O)C=1C(=NC=CC1)SC=1SC(=C(N1)C)CC(=O)OCC (2-((5-(2-Ethoxy-2-oxoethyl)-4-methyl-2-thiazolyl)thio)-3-pyridinecarboxylic Acid Ethyl Ester), CO (methanol), [OH-].[Na+] (sodium hydroxide). Solvent: O (water). Run at temperature 0 celsius, time 3 hour. The product is C(=O)(O)CC1=C(N=C(S1)SC1=NC=CC=C1C(=O)O)C (2-((5-Carboxymethyl-4-methyl-2-thiazolyl)thio)-3-pyridinecarboxylic Acid). Yield: 85.4%. RXN SMILES: C([O:3][C:4]([C:6]1[C:7]([S:12][C:13]2[S:14][C:15]([CH2:19][C:20]([O:22]CC)=[O:21])=[C:16]([CH3:18])[N:17]=2)=[N:8][CH:9]=[CH:10][CH:11]=1)=[O:5])C.CO.[OH-].[Na+]>O>[C:20]([CH2:19][C:15]1[S:14][C:13]([S:12][C:7]2[C:6]([C:4]([OH:5])=[O:3])=[CH:11][CH:10]=[CH:9][N:8]=2)=[N:17][C:16]=1[CH3:18])([OH:22])=[O:21] |f:2.3|. Reported procedure: To a mixture of 737 mg (2.09 mmol) of the title compound of Example 1, 70 ml of methanol, and 30 ml of water chilled to 0° C. in an ice bath was added 210 mg (5.22 mmol, 2.5 equivalents) of sodium hydroxide. After the sodium hydroxide had dissolved, the ice bath was removed and the mixture was allowed to stir at room temperature for 3 hours. The solvent was removed by rotary evaporation and the residue was diluted with water, chilled to 0° C. in an ice bath, and acidified with aqueous 6N HCl sol...